From a dataset of the Open Reaction Database (ORD), a public repository of structured organic reaction records. describe an organic reaction: reactants, conditions, products, and yield The reactants are C(CCCCC)C=1C=CC=2CC3=CC=4C(C5=CC(=CC=C5CC4C=C3C(C2C1)=O)CCCCCC)=O (3,10-dihexyl-7,14-dihydropentacene-5,12-dione). Conditions: temperature 40 celsius, time 8 hour. The product is C(CCCCC)C1=CC2=CC3=CC4=CC5=CC=C(C=C5C=C4C=C3C=C2C=C1)CCCCCC (2,9-dihexylpentacene). The solvent is COCCOCCOC (2-methoxyethyl ether). As a reaction SMILES: [CH2:1]([C:7]1[CH:8]=[CH:9][C:10]2[CH2:11][C:12]3[C:25]([C:26](=O)[C:27]=2[CH:28]=1)=[CH:24][C:23]1[CH2:22][C:21]2[C:16](=[CH:17][C:18]([CH2:30][CH2:31][CH2:32][CH2:33][CH2:34][CH3:35])=[CH:19][CH:20]=2)[C:15](=O)[C:14]=1[CH:13]=3)[CH2:2][CH2:3][CH2:4][CH2:5][CH3:6]>COCCOCCOC>[CH2:1]([C:7]1[CH:8]=[CH:9][C:10]2[C:27](=[CH:26][C:25]3[C:12]([CH:11]=2)=[CH:13][C:14]2[C:23](=[CH:22][C:21]4[C:16]([CH:15]=2)=[CH:17][C:18]([CH2:30][CH2:31][CH2:32][CH2:33][CH2:34][CH3:35])=[CH:19][CH:20]=4)[CH:24]=3)[CH:28]=1)[CH2:2][CH2:3][CH2:4][CH2:5][CH3:6]. Procedure details: A mixture of 20 grams of 3,10-dihexyl-7,14-dihydropentacene-5,12-dione and 200 mL of 2-methoxyethyl ether was stirred and flushed with nitrogen for 15 minutes. To this was added 13.4 grams of sodium borohydride, and stirring was continued at room temperature overnight. To the resulting mixture was added 126 mL of methanol over 1.25 hours. The temperature increased to 40° C. and was maintained at 40° C. during the addition by intermittent application of a cold water bath. When addition was comple... Starting materials: Cl.CN(CCCN=C=NCC)C (1-(3-dimethylaminopropyl)-3-ethylcarbodiimide hydrochloride), NCC1CN(CC1)CC1=C(C(=CC=C1)Cl)Cl (3-(RS)-aminomethyl-1-(2,3-dichlorobenzyl)-pyrrolidine), COC=1C=C(C=CC1)C=1C=NC(=NC1)NCC(=O)O (2-[5-(3-methoxyphenyl)pyrimidin-2-ylamino]acetic acid), O.ON1N=NC2=C1C=CC=C2 (1-hydroxybenzotriazole hydrate), C(C)(C)N(CC)C(C)C (diisopropylethylamine). The solvent is CN(C=O)C (dimethyl formamide). Run at time 8 hour. Product: Cl.ClC1=C(CN2CC(CC2)CNC(CNC2=NC=C(C=N2)C2=CC=C(C=C2)OC)=O)C=CC=C1Cl (N-[1-(2,3-dichlorobenzyl)pyrrolidin-3-(RS)-ylmethyl]-2-[5-(4-methoxyphenyl)pyrimidin-2-ylamino]acetamide HCl salt). Yield: 82.0%. RXN SMILES: Cl.C[N:3](C)[CH2:4][CH2:5][CH2:6][N:7]=[C:8]=[N:9][CH2:10][CH3:11].[NH2:13][CH2:14][CH:15]1[CH2:19][CH2:18][N:17]([CH2:20][C:21]2[CH:26]=[CH:25][CH:24]=[C:23]([Cl:27])[C:22]=2[Cl:28])[CH2:16]1.[CH3:29][O:30][C:31]1[CH:32]=[C:33](C2C=NC(NCC(O)=O)=NC=2)[CH:34]=[CH:35][CH:36]=1.O.[OH:49]N1C2C=CC=CC=2N=N1.C(N(C(C)C)CC)(C)C>CN(C)C=O>[ClH:27].[Cl:28][C:22]1[C:23]([Cl:27])=[CH:24][CH:25]=[CH:26][C:21]=1[CH2:20][N:17]1[CH2:18][CH2:19][CH:15]([CH2:14][NH:13][C:11](=[O:49])[CH2:10][NH:9][C:8]2[N:3]=[CH:4][C:5]([C:34]3[CH:33]=[CH:32][C:31]([O:30][CH3:29])=[CH:36][CH:35]=3)=[CH:6][N:7]=2)[CH2:16]1 |f:0.1,4.5,8.9|. Procedure: Solid 1-(3-dimethylaminopropyl)-3-ethylcarbodiimide hydrochloride (14 mg, 0.08 mmol, 1.5 equiv.) was added to a solution of 3-(RS)-aminomethyl-1-(2,3-dichlorobenzyl)-pyrrolidine (13 mg, 0.05 mmol), 2-[5-(3-methoxyphenyl)pyrimidin-2-ylamino]acetic acid (16 mg, 0.06 mmol, 1.2 equiv.), 1-hydroxybenzotriazole hydrate (10 mg, 0.08 mmol, 1.5 equiv.) and diisopropylethylamine (22 mL, 0.13 mmol, 2.5 equiv.) in dimethyl formamide (0.5 mL). The reaction mixture was shaken at room temperature overnight. Th... The reactants are O=[N+]([O-])c1cc(Cl)c(Cl)cc1-n1cccc1, C1CCOC1, O. RXN SMILES: [Cl:1][c:2]1[cH:3][c:4]([N+:14]([O-:15])=[O:16])[c:5](-[n:9]2[cH:10][cH:11][cH:12][cH:13]2)[cH:6][c:7]1[Cl:8].[O:17]1[CH2:18][CH2:19][CH2:20][CH2:21]1.[OH2:22]>>[Cl:1][c:2]1[cH:3][c:4]([NH2:14])[c:5](-[n:9]2[cH:10][cH:11][cH:12][cH:13]2)[cH:6][c:7]1[Cl:8]. The product is Nc1cc(Cl)c(Cl)cc1-n1cccc1. Run at temperature 150 celsius, time 6 hour. Product: ClC1=C(C=C(C(=C1)[N+](=O)[O-])OC1=CC=CC=C1)OC1=C(C=C(C(=C1)Cl)Cl)Cl (2-Chloro-4-nitro-5-phenoxy-1-(2,4,5-trichloro-phenoxy)benzene). Procedure details: A mixture of 28.4 gm of 4,5-dichloro-2-nitro-1-phenoxy-benzene, 21.6 gm of 2,4,5-trichloro-phenol, 10 ml of 10 N sodium hydroxide and 80 ml of dimethylsulfoxide was stirred for 6 hours at 150° C. and then allowed to stand overnight at room temperature. Thereafter, the reaction mixture was stirred into 600 ml of water, the aqueous mixture was made alkaline, and the precipitated reaction product was taken up in chloroform. The organic phase was washed with water, dried and evaporated, and the resi... Solvent: C(Cl)(Cl)Cl (chloroform), O (water). The reactants are ClC1=CC(=C(C=C1Cl)OC1=CC=CC=C1)[N+](=O)[O-] (4,5-dichloro-2-nitro-1-phenoxy-benzene), ClC1=C(C=C(C(=C1)Cl)Cl)O (2,4,5-trichloro-phenol), [OH-].[Na+] (sodium hydroxide), CS(=O)C (dimethylsulfoxide). Reaction SMILES: [Cl:1][C:2]1[C:7](Cl)=[CH:6][C:5]([O:9][C:10]2[CH:15]=[CH:14][CH:13]=[CH:12][CH:11]=2)=[C:4]([N+:16]([O-:18])=[O:17])[CH:3]=1.[Cl:19][C:20]1[CH:25]=[C:24]([Cl:26])[C:23]([Cl:27])=[CH:22][C:21]=1[OH:28].[OH-].[Na+].CS(C)=O>C(Cl)(Cl)Cl.O>[Cl:1][C:2]1[CH:3]=[C:4]([N+:16]([O-:18])=[O:17])[C:5]([O:9][C:10]2[CH:15]=[CH:14][CH:13]=[CH:12][CH:11]=2)=[CH:6][C:7]=1[O:28][C:21]1[CH:22]=[C:23]([Cl:27])[C:24]([Cl:26])=[CH:25][C:20]=1[Cl:19] |f:2.3|. Starting materials: O (Water), [N+](=O)(OCC1=C(N(C(N1C(C)=O)=O)C(C)=O)C(C1=CC=C(C=C1)OC)=O)[O-] ([1,3-diacetyl-4-(4-methoxybenzoyl)-1,3-dihydro-2-oxo-2H-imidazol-5-yl]-methyl nitrate), N1CCCCC1 (piperidine). The solvent is C(C)OCC (ethyl ether), C(C)(=O)OCC (ethyl acetate), C(C)OCC (ethyl ether). Run at temperature 25 celsius, time 30 minute. The product is [N+](=O)(OCC=1NC(N(C1C(C1=CC=C(C=C1)OC)=O)C(C)=O)=O)[O-] ([1-acetyl-1,3-dihydro-5-(4-methoxybenzoyl)-2-oxo-2H-imidazol-4-yl]methyl nitrate). As a reaction SMILES: [N+:1]([O-:27])([O:3][CH2:4][C:5]1[N:9](C(=O)C)[C:8](=[O:13])[N:7]([C:14](=[O:16])[CH3:15])[C:6]=1[C:17](=[O:26])[C:18]1[CH:23]=[CH:22][C:21]([O:24][CH3:25])=[CH:20][CH:19]=1)=[O:2].N1CCCCC1.O>C(OCC)C.C(OCC)(=O)C>[N+:1]([O-:27])([O:3][CH2:4][C:5]1[NH:9][C:8](=[O:13])[N:7]([C:14](=[O:16])[CH3:15])[C:6]=1[C:17](=[O:26])[C:18]1[CH:19]=[CH:20][C:21]([O:24][CH3:25])=[CH:22][CH:23]=1)=[O:2]. Procedure: To a cold solution (10° C.) of 1.9 g of [1,3-diacetyl-4-(4-methoxybenzoyl)-1,3-dihydro-2-oxo-2H-imidazol-5-yl]-methyl nitrate in 30 ml of ethyl ether and 20 ml of ethyl acetate there is added a solution of 470 mg of piperidine in 10 ml of ethyl ether and the solution is stirred at 25° C. for 30 minutes. Water (30 ml) is added and the precipitate which forms is separated and recrystallized twice from ethyl acetate to give [1-acetyl-1,3-dihydro-5-(4-methoxybenzoyl)-2-oxo-2H-imidazol-4-yl]methyl ni... Reactants: CC(C)N1CCNCC1, O=[N+]([O-])c1cnc(Cl)nc1, ClCCl, O. Yields the product CC(C)N1CCN(c2ncc([N+](=O)[O-])cn2)CC1. Reaction SMILES: [CH:1]([CH3:2])([CH3:3])[N:4]1[CH2:5][CH2:6][NH:7][CH2:8][CH2:9]1.[Cl:10][c:11]1[n:12][cH:13][c:14]([N+:17](=[O:18])[O-:19])[cH:15][n:16]1.[Cl:20][CH2:21][Cl:22].[OH2:23]>>[CH:1]([CH3:2])([CH3:3])[N:4]1[CH2:5][CH2:6][N:7]([c:11]2[n:12][cH:13][c:14]([N+:17](=[O:18])[O-:19])[cH:15][n:16]2)[CH2:8][CH2:9]1. The reactants are O=C1SCC(N1NS(=O)(=O)C)=O (N-(2,4-dioxothiazolidin-3-yl)methanesulfonamide), ClC1=CC(=C(CN2N=CC3=C(C(=CC=C23)C=O)F)C=C1)C(F)(F)F ([4-chloro-2-(trifluoromethyl)benzyl]-4-fluoro-1H-indazol-5-carbaldehyde). Yields the product ClC1=CC(=C(CN2N=CC3=C(C(=CC=C23)\C=C/2\C(N(C(S2)=O)NS(=O)(=O)C)=O)F)C=C1)C(F)(F)F (N-[(5Z)-5-({1-[4-Chloro-2-(trifluoromethyl)benzyl]-4-fluoro-1H-indazol-5-yl}methylidene)-2,4-dioxo-1,3-thiazolidin-3-yl]methanesulfonamide). As a reaction SMILES: [O:1]=[C:2]1[N:6]([NH:7][S:8]([CH3:11])(=[O:10])=[O:9])[C:5](=[O:12])[CH2:4][S:3]1.[Cl:13][C:14]1[CH:32]=[CH:31][C:17]([CH2:18][N:19]2[C:27]3[C:22](=[C:23]([F:30])[C:24]([CH:28]=O)=[CH:25][CH:26]=3)[CH:21]=[N:20]2)=[C:16]([C:33]([F:36])([F:35])[F:34])[CH:15]=1>>[Cl:13][C:14]1[CH:32]=[CH:31][C:17]([CH2:18][N:19]2[C:27]3[C:22](=[C:23]([F:30])[C:24](/[CH:28]=[C:4]4/[C:5](=[O:12])[N:6]([NH:7][S:8]([CH3:11])(=[O:10])=[O:9])[C:2](=[O:1])[S:3]/4)=[CH:25][CH:26]=3)[CH:21]=[N:20]2)=[C:16]([C:33]([F:34])([F:35])[F:36])[CH:15]=1. Procedure details: N-[(5Z)-5-({1-[4-Chloro-2-(trifluoromethyl)benzyl]-4-fluoro-1H-indazol-5-yl}methylidene)-2,4-dioxo-1,3-thiazolidin-3-yl]methanesulfonamide was prepared from N-(2,4-dioxothiazolidin-3-yl)methanesulfonamide (from Example 360) and [4-chloro-2-(trifluoromethyl)benzyl]-4-fluoro-1H-indazol-5-carbaldehyde (from Example 347) following General Procedure E.